Dataset: the Open Reaction Database (ORD), a public repository of structured organic reaction records. Task: describe an organic reaction: reactants, conditions, products, and yield Reactants: COC=1C=C(C(=CC1)CBr)CBr (4-Methoxy-α,α'-dibromo-o-xylene), [C-]#N (cyanide), [C-]#N.[Na+] (sodium cyanide), O (water). Run in CS(=O)C (dimethylsulfoxide), CS(=O)C (dimethylsulfoxide). Run at time 15 minute. The product is COC1=CC(=C(C=C1)CC#N)CC#N (4-Methoxy-o-phenylenediacetonitrile). RXN SMILES: [C-:1]#[N:2].[Na+].[CH3:4][O:5][C:6]1[CH:7]=[C:8]([CH2:14]Br)[C:9]([CH2:12]Br)=[CH:10][CH:11]=1.[C-:16]#[N:17].O>CS(C)=O>[CH3:4][O:5][C:6]1[CH:11]=[CH:10][C:9]([CH2:12][C:1]#[N:2])=[C:8]([CH2:14][C:16]#[N:17])[CH:7]=1 |f:0.1|. Reported procedure: Finely ground sodium cyanide (73 gm., 1.48 m) was suspended in dimethylsulfoxide (500 ml.) by means of a "Vibro-Mixer". A solution of 4-Methoxy-α,α'-dibromo-o-xylene (113 gm., 0.384 m) in dimethylsulfoxide (200 ml.) was added dropwise to the cyanide suspension. The internal temperature was kept at 35°-38° C. by means of an ice bath. The addition took 15 minutes. Agitation of the reaction was continued for a further 11/2 hours. The reaction mixture was poured into water (4 l.). The aqueous mixtur... Starting materials: ClC1=C(C(=O)Cl)C=CC=N1 (2-chloronicotinoyl chloride), [S-]C#N.[NH4+] (ammonium thiocyanate), C(CC)NC1=CC=C(C=C1)C(F)(F)F (4-(propylamino)benzotrifluoride). Product: C(CC)N(C1=CC=C(C=C1)C(F)(F)F)C=1SC2=C(C(N1)=O)C=CC=N2 (2-[N-propyl-N-(4-trifluoromethylphenyl)amino]-4H-pyrido[3,2-e]-1,3-thiazin-4-one). Yield: 32.5%. Reaction SMILES: Cl[C:2]1[N:10]=[CH:9][CH:8]=[CH:7][C:3]=1[C:4](Cl)=[O:5].[S-:11][C:12]#[N:13].[NH4+].[CH2:15]([NH:18][C:19]1[CH:24]=[CH:23][C:22]([C:25]([F:28])([F:27])[F:26])=[CH:21][CH:20]=1)[CH2:16][CH3:17]>>[CH2:15]([N:18]([C:12]1[S:11][C:2]2[N:10]=[CH:9][CH:8]=[CH:7][C:3]=2[C:4](=[O:5])[N:13]=1)[C:19]1[CH:24]=[CH:23][C:22]([C:25]([F:26])([F:27])[F:28])=[CH:21][CH:20]=1)[CH2:16][CH3:17] |f:1.2|. Procedure: The reaction procedure of Example 57 was followed except that 158 mg of 2-chloronicotinoyl chloride, 68 mg of ammonium thiocyanate and 185 mg of 4-(propylamino)benzotrifluoride were used. As a result, 106 mg of 2-[N-propyl-N-(4-trifluoromethylphenyl)amino]-4H-pyrido[3,2-e]-1,3-thiazin-4-one was obtained. Starting materials: COc1ccc(S(=O)(=O)Cl)cc1, COc1ccc(C(=O)Nc2ccccc2)cc1N, c1ccncc1. Yields the product COc1ccc(S(=O)(=O)Nc2cc(C(=O)Nc3ccccc3)ccc2OC)cc1. RXN SMILES: [CH3:1][O:2][c:3]1[cH:4][cH:5][c:6]([S:9](=[O:10])(=[O:11])[Cl:12])[cH:7][cH:8]1.[NH2:13][c:14]1[cH:15][c:16]([C:17](=[O:18])[NH:19][c:20]2[cH:21][cH:22][cH:23][cH:24][cH:25]2)[cH:26][cH:27][c:28]1[O:29][CH3:30].[cH:31]1[cH:32][cH:33][n:34][cH:35][cH:36]1>>[CH3:1][O:2][c:3]1[cH:4][cH:5][c:6]([S:9](=[O:10])(=[O:11])[NH:13][c:14]2[cH:15][c:16]([C:17](=[O:18])[NH:19][c:20]3[cH:21][cH:22][cH:23][cH:24][cH:25]3)[cH:26][cH:27][c:28]2[O:29][CH3:30])[cH:7][cH:8]1. The reactants are CC1C(OC2=C1C=C(C=C2)O)N2CCOCC2 (3-methyl-2-morpholin-4-yl-2,3-dihydro-benzofuran-5-ol), Cl (hydrochloric acid). Conditions: temperature 56 celsius. Product: CC1=COC2=C1C=C(C=C2)O (3-methyl-benzofuran-5-ol). Isolated yield 74.1%. RXN SMILES: [CH3:1][CH:2]1[C:6]2[CH:7]=[C:8]([OH:11])[CH:9]=[CH:10][C:5]=2[O:4][CH:3]1N1CCOCC1.Cl>>[CH3:1][C:2]1[C:6]2[CH:7]=[C:8]([OH:11])[CH:9]=[CH:10][C:5]=2[O:4][CH:3]=1. Procedure: 3-Methyl-2-morpholin-4-yl-2,3-dihydro-benzofuran-5-ol (prepared as above in EXAMPLE II) (628 g, 2.7 mol) was added to hydrochloric acid (HCl) (20%, 2 L) at room temperature with stirring. The reaction mixture was heated to 56° C. for 3 hours and then cooled down. The crude was extracted with toluene (500 mL) for three times. The organic phases were obtained, combined and evaporated to provide a crude product, which was further recrystallization to afford 3-methyl-benzofuran-5-ol (290 g, 2 mol). Reactants: O=S1(N(C2=C(CN1C(C)C)C=C(C=C2)C(=O)OCC)CCN2CC=C(CC2)C2=CNC1=CC(=CC=C21)F)=O (ethyl 3,4-dihydro-2,2-dioxo-1-{2-[4-(6-fluoroindol-3-yl)-1,2,5,6-tetrahydro-1-pyridyl]-1-ethyl}-3-(1-methylethyl)-1H-2,1,3-benzothiadiazine-6-carboxylate), [OH-].[Li+] (lithium hydroxide). Run in O1CCCC1 (tetrahydrofuran). The product is O=S1(N(C2=C(CN1C(C)C)C=C(C=C2)C(=O)O)CCN2CC=C(CC2)C2=CNC1=CC(=CC=C21)F)=O (3,4-Dihydro-2,2-dioxo-1-{2-[4-(6-fluoroindol-3-yl)-1,2,5,6-tetrahydro-1-pyridyl]-1-ethyl}-3-(1-methylethyl)-1H-2,1,3-benzothiadiazine-6-carboxylic acid). RXN SMILES: [O:1]=[S:2]1(=[O:38])[N:7]([CH:8]([CH3:10])[CH3:9])[CH2:6][C:5]2[CH:11]=[C:12]([C:15]([O:17]CC)=[O:16])[CH:13]=[CH:14][C:4]=2[N:3]1[CH2:20][CH2:21][N:22]1[CH2:27][CH2:26][C:25]([C:28]2[C:36]3[C:31](=[CH:32][C:33]([F:37])=[CH:34][CH:35]=3)[NH:30][CH:29]=2)=[CH:24][CH2:23]1.[OH-].[Li+]>O1CCCC1>[O:38]=[S:2]1(=[O:1])[N:7]([CH:8]([CH3:10])[CH3:9])[CH2:6][C:5]2[CH:11]=[C:12]([C:15]([OH:17])=[O:16])[CH:13]=[CH:14][C:4]=2[N:3]1[CH2:20][CH2:21][N:22]1[CH2:27][CH2:26][C:25]([C:28]2[C:36]3[C:31](=[CH:32][C:33]([F:37])=[CH:34][CH:35]=3)[NH:30][CH:29]=2)=[CH:24][CH2:23]1 |f:1.2|. Reported procedure: Prepared from ethyl 3,4-dihydro-2,2-dioxo-1-{2-[4-(6-fluoroindol-3-yl)-1,2,5,6-tetrahydro-1-pyridyl]-1-ethyl}-3-(1-methylethyl)-1H-2,1,3-benzothiadiazine-6-carboxylate by lithium hydroxide hydrolysis in aqueous tetrahydrofuran, m.p. 192.8-194.4° C. Starting materials: ClC=1C=C(C=CC1F)NC1=C(C=NC2=CC(=C(C=C12)NC(C=CCBr)=O)OC)C#N (4-bromo-but-2-enoic acid[4-(3-chloro-4-fluoro-phenylamino)-3-cyano-7-methoxy-quinolin-6-yl]-amide), CCCCN1CCCC1 (R-(+)-3-pyrrolidinol), C([O-])(O)=O.[Na+] (sodium bicarbonate). Solvent: CN(C=O)C (dimethylformamide). Reaction conditions: temperature 60 celsius, time 1 hour. The product is ClC=1C=C(C=CC1F)NC1=C(C=NC2=CC(=C(C=C12)NC(C=CCN1CC(CC1)O)=O)OC)C#N (4-(3-Hydroxy-pyrrolidin-1-yl)-but-2-enoic Acid[4-(3-chloro-4-fluoro-phenylamino)-3-cyano-7-methoxy-quinolin-6-yl]-amide). Reaction SMILES: [Cl:1][C:2]1[CH:3]=[C:4]([NH:9][C:10]2[C:19]3[C:14](=[CH:15][C:16]([O:27][CH3:28])=[C:17]([NH:20][C:21](=[O:26])[CH:22]=[CH:23][CH2:24]Br)[CH:18]=3)[N:13]=[CH:12][C:11]=2[C:29]#[N:30])[CH:5]=[CH:6][C:7]=1[F:8].CCCC[N:35]1[CH2:39][CH2:38][CH2:37][CH2:36]1.C(=O)(O)[O-:41].[Na+]>CN(C)C=O>[Cl:1][C:2]1[CH:3]=[C:4]([NH:9][C:10]2[C:19]3[C:14](=[CH:15][C:16]([O:27][CH3:28])=[C:17]([NH:20][C:21](=[O:26])[CH:22]=[CH:23][CH2:24][N:35]4[CH2:39][CH2:38][CH:37]([OH:41])[CH2:36]4)[CH:18]=3)[N:13]=[CH:12][C:11]=2[C:29]#[N:30])[CH:5]=[CH:6][C:7]=1[F:8] |f:2.3|. Reported procedure: A mixture of 250 mg (0.51 mmol) of 4-bromo-but-2-enoic acid[4-(3-chloro-4-fluoro-phenylamino)-3-cyano-7-methoxy-quinolin-6-yl]-amide, and 85 μL (1.02 mmol) of R-(+)-3-pyrrolidinol in 5.0 ml dimethylformamide was stirred at room temperature for 4 hr and at 60° C. for 1 hr. After the mixture was cooled, saturated sodium bicarbonate solution was added and the solution was subsequently extracted with ethyl acetate. The extracts were evaporated to an oil, and purified by preparative TLC. Yield 84.2 m... Reactants: COC([C@@H](NC(C1=C(C=CC=C1Cl)Cl)=O)CC1=CC=C(C=C1)C1=C(C=CC=C1OC)OC)=O (N-(2,6-Dichlorobenzoyl)-4-(2,6-dimethoxyphenyl)-L-phenylalanine methyl ester), [N+](=O)(O)[O-] (HNO3). The solvent is C1CCOC1 (THF), CCOC(=O)C (AcOEt). Conditions: temperature 50 celsius, time 8 hour. The product is COC([C@@H](NC(C1=C(C=CC=C1Cl)Cl)=O)CC1=CC=C(C=C1)C1=C(C(=CC=C1OC)[N+](=O)[O-])OC)=O (N-(2,6-dichlorobenzoyl)-4-(2,6-dimethoxy-3-nitrophenyl)-L-phenylalanine methyl ester). As a reaction SMILES: [CH3:1][O:2][C:3](=[O:33])[C@H:4]([CH2:16][C:17]1[CH:22]=[CH:21][C:20]([C:23]2[C:28]([O:29][CH3:30])=[CH:27][CH:26]=[CH:25][C:24]=2[O:31][CH3:32])=[CH:19][CH:18]=1)[NH:5][C:6](=[O:15])[C:7]1[C:12]([Cl:13])=[CH:11][CH:10]=[CH:9][C:8]=1[Cl:14].[N+:34]([O-])([OH:36])=[O:35]>C1COCC1.CCOC(C)=O>[CH3:1][O:2][C:3](=[O:33])[C@H:4]([CH2:16][C:17]1[CH:22]=[CH:21][C:20]([C:23]2[C:24]([O:31][CH3:32])=[CH:25][CH:26]=[C:27]([N+:34]([O-:36])=[O:35])[C:28]=2[O:29][CH3:30])=[CH:19][CH:18]=1)[NH:5][C:6](=[O:15])[C:7]1[C:12]([Cl:13])=[CH:11][CH:10]=[CH:9][C:8]=1[Cl:14]. Reported procedure: N-(2,6-Dichlorobenzoyl)-4-(2,6-dimethoxyphenyl)-L-phenylalanine methyl ester (1.59 g) was dissolved in THF (4 mL) under N2 then 70% HNO3 (4 mL) was added and the mixture was stirred at 50° C. overnight. The mixture was diluted with AcOEt (150 mL) and washed with water (100 mL). The organic layer was dried (MgSO4), filtered and evaporated. The residue was dissolved in anhydrous MeOH (100 mL) and dry HCl gas was bubbled through the mixture at 0° C. for a few minutes. The mixture was stirred at roo...